From a dataset of the Open Reaction Database (ORD), a public repository of structured organic reaction records. describe an organic reaction: reactants, conditions, products, and yield Starting materials: COC1=CC=C(C=C1)N1C(O[C@H](C1)CN1CCC(CC1)SC1=CC=C(C=C1)C)=O (3-p-methoxyphenyl-5(S)-[(4-p-methylphenylthiopiperidino)methyl]-2-oxazolidinone). Run in CS(=O)C (DMSO). Yields the product CC1=CC=C(C=C1)SC1CCNCC1 (4-(p-methylphenylthio)piperidine). As a reaction SMILES: COC1C=CC(N2C[C@H](C[N:15]3[CH2:20][CH2:19][CH:18]([S:21][C:22]4[CH:27]=[CH:26][C:25]([CH3:28])=[CH:24][CH:23]=4)[CH2:17][CH2:16]3)OC2=O)=CC=1>CS(C)=O>[CH3:28][C:25]1[CH:24]=[CH:23][C:22]([S:21][CH:18]2[CH2:19][CH2:20][NH:15][CH2:16][CH2:17]2)=[CH:27][CH:26]=1. Reported procedure: 3-p-methoxyphenyl-5(S)-[(4-p-methylphenylthiopiperidino)methyl]-2-oxazolidinone (hydrochloride), m.p. 226°-229°; [α]D =-33.6° (DMSO);